From a dataset of the Open Reaction Database (ORD), a public repository of structured organic reaction records. describe an organic reaction: reactants, conditions, products, and yield The reactants are [Al+3], CC(=O)NCCc1ccccc1, [Cl-], [Cl-], [Cl-], ClCCCl, O=C(Cl)CCl, O. The product is CC(=O)NCCc1ccc(C(=O)CCl)cc1. As a reaction SMILES: [Al+3:2].[CH3:10][C:11](=[O:12])[NH:13][CH2:14][CH2:15][c:16]1[cH:17][cH:18][cH:19][cH:20][cH:21]1.[Cl-:1].[Cl-:3].[Cl-:4].[Cl:23][CH2:24][CH2:25][Cl:26].[Cl:5][CH2:6][C:7](=[O:8])[Cl:9].[OH2:22]>>[Cl:5][CH2:6][C:7](=[O:8])[c:19]1[cH:18][cH:17][c:16]([CH2:15][CH2:14][NH:13][C:11]([CH3:10])=[O:12])[cH:21][cH:20]1. The reactants are CSC=1C=C(C=O)C=CC1 (3-(methylsulfanyl)benzaldehyde), [C@@H]1(CCCC2=CC=CC=C12)N ((1S)-1,2,3,4-tetrahydro-1-naphthalenylamine). Product: CSC=1C=C(CN[C@H]2CCCC3=CC=CC=C23)C=CC1 (N-[3-(methylsulfanyl)benzyl]-N-[(1S)-1,2,3,4-tetrahydro-1-naphthalenyl]amine). RXN SMILES: [CH3:1][S:2][C:3]1[CH:4]=[C:5]([CH:8]=[CH:9][CH:10]=1)[CH:6]=O.[C@@H:11]1([NH2:21])[C:20]2[C:15](=[CH:16][CH:17]=[CH:18][CH:19]=2)[CH2:14][CH2:13][CH2:12]1>>[CH3:1][S:2][C:3]1[CH:4]=[C:5]([CH:8]=[CH:9][CH:10]=1)[CH2:6][NH:21][C@@H:11]1[C:20]2[C:15](=[CH:16][CH:17]=[CH:18][CH:19]=2)[CH2:14][CH2:13][CH2:12]1. Procedure: The product from Example 74A and (1S)-1,2,3,4-tetrahydro-1-naphthalenylamine were processed as described in Example 1A to provide the title compound. Reactants: Cc1cccc(C)c1Br, CCO, Cc1ccccc1, O=Cc1ccc(F)c(B(O)O)c1, [Na+], [Na+], O=C([O-])[O-]. The product is Cc1cccc(C)c1-c1cc(C=O)ccc1F. RXN SMILES: [Br:1][c:2]1[c:3]([CH3:9])[cH:4][cH:5][cH:6][c:7]1[CH3:8].[CH3:28][CH2:29][OH:30].[CH3:31][c:32]1[cH:33][cH:34][cH:35][cH:36][cH:37]1.[F:10][c:11]1[c:12]([B:19]([OH:20])[OH:21])[cH:13][c:14]([CH:17]=[O:18])[cH:15][cH:16]1.[Na+:22].[Na+:23].[O-:24][C:25](=[O:26])[O-:27]>>[c:2]1(-[c:12]2[c:11]([F:10])[cH:16][cH:15][c:14]([CH:17]=[O:18])[cH:13]2)[c:3]([CH3:9])[cH:4][cH:5][cH:6][c:7]1[CH3:8]. Solvent: ClCCCl (1,2-DCE). RXN SMILES: [C:1]([O:5][C:6]([N:8]1[CH2:13][CH2:12][CH2:11][C@@H:10]([O:14][Si:15]([C:18]([CH3:21])([CH3:20])[CH3:19])([CH3:17])[CH3:16])[C@H:9]1[CH:22]=O)=[O:7])([CH3:4])([CH3:3])[CH3:2].[NH2:24][C:25]1[CH:32]=[CH:31][C:28]([C:29]#[N:30])=[C:27]([Cl:33])[C:26]=1[CH3:34].CC(O)=O.[BH-](OC(C)=O)(OC(C)=O)OC(C)=O.[Na+]>ClCCCl>[C:1]([O:5][C:6]([N:8]1[CH2:13][CH2:12][CH2:11][C@@H:10]([O:14][Si:15]([C:18]([CH3:21])([CH3:20])[CH3:19])([CH3:16])[CH3:17])[C@H:9]1[CH2:22][NH:24][C:25]1[CH:32]=[CH:31][C:28]([C:29]#[N:30])=[C:27]([Cl:33])[C:26]=1[CH3:34])=[O:7])([CH3:2])([CH3:3])[CH3:4] |f:3.4|. The reactants are [BH-](OC(=O)C)(OC(=O)C)OC(=O)C.[Na+] (Na(OAc)3BH), C(C)(C)(C)OC(=O)N1[C@@H]([C@@H](CCC1)O[Si](C)(C)C(C)(C)C)C=O ((±)-(2S,3R)-1-tert-Butyloxycarbonyl-3-(tert-butyldimethylsilanyloxy)-2-formylpiperidine), NC1=C(C(=C(C#N)C=C1)Cl)C (4-amino-2-chloro-3-methylbenzonitrile), CC(=O)O (HOAc), [BH-](OC(=O)C)(OC(=O)C)OC(=O)C.[Na+] (Na(OAc)3BH). Reaction conditions: time 30 minute. Procedure: A mixture of 77F (660 mg, 1.92 mmol), 4-amino-2-chloro-3-methylbenzonitrile (384 mg, 2.3 mmol, 1.2 equiv) and HOAc (165 μL, 2.88 mmol, 1.5 equiv) in 1,2-DCE (10 mL) was stirred at rt for 30 min and Na(OAc)3BH (610 mg, 2.88 mmol, 1.5 equiv) was added. The reaction was stirred at rt overnight. Another 407 mg of Na(OAc)3BH (610 mg, 1.92 mmol, 1.0 equiv) was added and stirred at rt for another 24 h. The mixture was concentrated and the residue was diluted with EtOAc (30 mL), washed with saturated so... The yield is 20.2%. Yields the product C(C)(C)(C)OC(=O)N1[C@@H]([C@@H](CCC1)O[Si](C)(C)C(C)(C)C)CNC1=C(C(=C(C=C1)C#N)Cl)C ((±)-(2R,3R)-1-tert-Butyloxycarbonyl-3-(tert-butyldimethylsilanyloxy)-2-[(3-chloro-4-cyano-2-methylphenylamino)-methyl]piperidine). The reactants are ClC1=CC(=C(C=C1OC)N1C[C@@H](N(CC1)C(CN1N=C(C=2C1=NC=CC2)C#N)=O)C)F (1-{2-[4-(4-Chloro-2-fluoro-5-methoxy-phenyl)-2-(S)-methyl-piperazin-1-yl]-2-oxo-ethyl}-1H-pyrazolo[3,4-b]pyridine-3-carbonitrile), NO.Cl (NH2OH.HCl), TEA. The solvent is C(C)O (ethanol). Reaction conditions: temperature 65 celsius, time 8 hour. Yields the product ClC1=CC(=C(C=C1OC)N1CC(N(CC1)C(CN1N=C(C=2C1=NC=CC2)C(=N)NO)=O)C)F (1-{2-[4-(4-Chloro-2-fluoro-5-methoxy-phenyl)-2-methyl-piperazin-1-yl]-2-oxo-ethyl}-N-hydroxy-1H-pyrazolo[3,4-b]pyridine-3-carboxamidine). The yield is 70.0%. RXN SMILES: [Cl:1][C:2]1[C:7]([O:8][CH3:9])=[CH:6][C:5]([N:10]2[CH2:15][CH2:14][N:13]([C:16](=[O:29])[CH2:17][N:18]3[C:22]4=[N:23][CH:24]=[CH:25][CH:26]=[C:21]4[C:20]([C:27]#[N:28])=[N:19]3)[C@@H:12]([CH3:30])[CH2:11]2)=[C:4]([F:31])[CH:3]=1.[NH2:32][OH:33].Cl>C(O)C>[Cl:1][C:2]1[C:7]([O:8][CH3:9])=[CH:6][C:5]([N:10]2[CH2:15][CH2:14][N:13]([C:16](=[O:29])[CH2:17][N:18]3[C:22]4=[N:23][CH:24]=[CH:25][CH:26]=[C:21]4[C:20]([C:27]([NH:32][OH:33])=[NH:28])=[N:19]3)[CH:12]([CH3:30])[CH2:11]2)=[C:4]([F:31])[CH:3]=1 |f:1.2|. Procedure details: A mixture of 1-{2-[4-(4-Chloro-2-fluoro-5-methoxy-phenyl)-2-(S)-methyl-piperazin-1-yl]-2-oxo-ethyl}-1H-pyrazolo[3,4-b]pyridine-3-carbonitrile (1.6 g, 3.6 mmol, 1 eq), NH2OH.HCl (0.84 g, 10.8 mmol, 3 eq), TEA (1.5 ml), and ethanol (10 ml) was stirred at 65° C. overnight. The reaction solution was concentrated in vacuo, and dissolved in ethyl acetate, washed with brine, and concentrated to provide 1-{2-[4-(4-Chloro-2-fluoro-5-methoxy-phenyl)-2-methyl-piperazin-1-yl]-2-oxo-ethyl}-N-hydroxy-1H-pyraz...